This data is from the Open Reaction Database (ORD), a public repository of structured organic reaction records. The task is: describe an organic reaction: reactants, conditions, products, and yield Reactants: P(=O)(OCCCC)(OCCCC)OCCCC (tributyl phosphate), C(\C=C\C)=O (crotonaldehyde), C1(=CC=CC=C1)S(=O)(=O)C#N (benzenesulfonyl cyanide), C1(=CC=CC=C1)C (Toluene). Solvent: C(CCC)O (butanol). Conditions: temperature 116 celsius. Yields the product C1(=CC=CC=C1)S(=O)(=O)C1=NC=CC=C1 (2-benzenesulfonylpyridine). Isolated yield 88.9%. As a reaction SMILES: [CH:1](=O)/[CH:2]=[CH:3]/[CH3:4].[C:6]1([S:12]([C:15]#[N:16])(=[O:14])=[O:13])[CH:11]=[CH:10][CH:9]=[CH:8][CH:7]=1.C1(C)C=CC=CC=1.P(OCCCC)(OCCCC)(OCCCC)=O>C(O)CCC>[C:6]1([S:12]([C:15]2[CH:4]=[CH:3][CH:2]=[CH:1][N:16]=2)(=[O:13])=[O:14])[CH:7]=[CH:8][CH:9]=[CH:10][CH:11]=1. Reported procedure: First, 8.07 g (113 mmol) of crotonaldehyde and 9.69 g (58.0 mmol) of benzenesulfonyl cyanide were introduced to the same reaction vessel as in Example 1. Toluene (15 ml) as the solvent and butanol (1.5 ml) were added, and 1.45 g (5.80 mmol) of tributyl phosphate was added. Then the mixture was heated under reflux for 4 hours while agitating at an internal temperature of 116° C. in a nitrogen atmosphere, separating and removing water that was produced. After this solution was cooled to room tempe... Starting materials: CI, O=c1c(O)coc2ccc(OCCCCCCCl)cc12, [H-], [Na+], C1CCOC1, O. Product: COc1coc2ccc(OCCCCCCCl)cc2c1=O. RXN SMILES: [CH3:23][I:24].[Cl:1][CH2:2][CH2:3][CH2:4][CH2:5][CH2:6][CH2:7][O:8][c:9]1[cH:10][cH:11][c:12]2[c:13]([c:14](=[O:19])[c:15]([OH:18])[cH:16][o:17]2)[cH:20]1.[H-:21].[Na+:22].[O:26]1[CH2:27][CH2:28][CH2:29][CH2:30]1.[OH2:25]>>[Cl:1][CH2:2][CH2:3][CH2:4][CH2:5][CH2:6][CH2:7][O:8][c:9]1[cH:10][cH:11][c:12]2[c:13]([c:14](=[O:19])[c:15]([O:18][CH3:23])[cH:16][o:17]2)[cH:20]1. Reactants: N1(CCC2=CC=CC=C12)C1CCN(CC1)C(=O)OCC (ethyl 4-(2,3-dihydro-1Hindol-1-yl)-1-piperidine-carboxylate), [OH-].[K+] (potassium hydroxide). The solvent is CC(C)O (2-propanol). Product: N1CCC(CC1)N1CCC2=CC=CC=C12 (2,3-dihydro-1-(4-piperidinyl)-1H-indole). The yield is 91.4%. Reaction SMILES: [N:1]1([CH:10]2[CH2:15][CH2:14][N:13](C(OCC)=O)[CH2:12][CH2:11]2)[C:9]2[C:4](=[CH:5][CH:6]=[CH:7][CH:8]=2)[CH2:3][CH2:2]1.[OH-].[K+]>CC(O)C>[NH:13]1[CH2:14][CH2:15][CH:10]([N:1]2[C:9]3[C:4](=[CH:5][CH:6]=[CH:7][CH:8]=3)[CH2:3][CH2:2]2)[CH2:11][CH2:12]1 |f:1.2|. Procedure details: A mixture of intermediate 6 (95 g) and potassium hydroxide (194 g) in 2-propanol (1300 ml) was stirred and refluxed for 24 hours. The solvent was evaporated and the residue was dissolved in H2O/CH2Cl2. The organic layer was separated, dried over MgSO4, filtered and evaporated, yielding 64 g (90.4%) of 2,3-dihydro-1-(4-piperidinyl)-1H-indole. A sample (4.5 g) was crystallized from CH3OH and converted into the hydrochloric acid salt (1:1) in 2-propanol and filtered off, yielding 3.0 g of 2,3-dihyd... The reactants are ClCCCN1C=NC2=C1C(N(C=1N=CC=CC21)C2=CC=CC=C2)=O (3-(3-Chloropropyl)-5-phenyl-3H-imidazo[4,5-c][1,8]naphthyridin-4(5H)-one), [I-].[Na+] (sodium iodide), [I-].[Na+] (sodium iodide). The solvent is C(C)#N (acetonitrile). Yields the product ICCCN1C=NC2=C1C(N(C=1N=CC=CC21)C2=CC=CC=C2)=O (3-(3-Iodopropyl)-5-phenyl-3H-imidazo[4,5-c][1,8]naphthyridin-4(5H)-one). The yield is 71.5%. Reaction SMILES: Cl[CH2:2][CH2:3][CH2:4][N:5]1[C:9]2[C:10](=[O:24])[N:11]([C:18]3[CH:23]=[CH:22][CH:21]=[CH:20][CH:19]=3)[C:12]3[N:13]=[CH:14][CH:15]=[CH:16][C:17]=3[C:8]=2[N:7]=[CH:6]1.[I-:25].[Na+]>C(#N)C>[I:25][CH2:2][CH2:3][CH2:4][N:5]1[C:9]2[C:10](=[O:24])[N:11]([C:18]3[CH:23]=[CH:22][CH:21]=[CH:20][CH:19]=3)[C:12]3[N:13]=[CH:14][CH:15]=[CH:16][C:17]=3[C:8]=2[N:7]=[CH:6]1 |f:1.2|. Procedure details: To 200 ml of acetonitrile were added 18 g (0.052 mol) of Compound 68 obtained in Example 68 and 12 g (0.078 mol) of sodium iodide, and the mixture was refluxed for 24 hours. In the course of refluxing, 7.8 g (0.052 mol) of sodium iodide was added to the mixture. After cooling, the solvent was evaporated under reduced pressure and water was added to the residue. Then, extraction was carried out with chloroform, and the organic layer was washed with a saturated aqueous solution of sodium chloride ... Starting materials: COC(CC(CC(=O)OC)N)=O (Dimethyl-3-aminoglutarate), Cl.NN=CC1=CC=C(C=C1)NC(CCC(=O)O)=O (4-[[4-(aminoiminomethyl)phenyl]-amino]-4-oxobutanoic acid hydrochloride), CN1CCOCC1 (N-methylmorpholine), ClC(=O)OCC(C)C (isobutyl chloroformate), CN(C)C1=NC=CC=C1 (dimethylaminopyridine). The solvent is CN(C)C=O (DMF). Run at time 5 minute. Product: NN=CC1=CC=C(C=C1)NC(CCC(=O)NC(CC(=O)OC)CC(=O)OC)=O (dimethyl 3-[[4-[[4-(aminoiminomethyl)phenyl]amino]-1,4-dioxobutyl]amino]pentanedioate). The yield is 52.5%. RXN SMILES: Cl.[NH2:2][N:3]=[CH:4][C:5]1[CH:10]=[CH:9][C:8]([NH:11][C:12](=[O:18])[CH2:13][CH2:14][C:15]([OH:17])=O)=[CH:7][CH:6]=1.CN1CCOCC1.ClC(OCC(C)C)=O.[CH3:34][O:35][C:36](=[O:45])[CH2:37][CH:38]([NH2:44])[CH2:39][C:40]([O:42][CH3:43])=[O:41].CN(C1C=CC=CN=1)C>CN(C=O)C>[NH2:2][N:3]=[CH:4][C:5]1[CH:6]=[CH:7][C:8]([NH:11][C:12](=[O:18])[CH2:13][CH2:14][C:15]([NH:44][CH:38]([CH2:37][C:36]([O:35][CH3:34])=[O:45])[CH2:39][C:40]([O:42][CH3:43])=[O:41])=[O:17])=[CH:9][CH:10]=1 |f:0.1|. Reported procedure: 4-[[4-(aminoiminomethyl)phenyl]-amino]-4-oxobutanoic acid hydrochloride prepared in Example 1, Step 1 (4.6 g, 17 mmol) was added to dry DMF (225 ml) followed by N-methylmorpholine (1.2 g, 17 mmol) and isobutyl chloroformate (2.3 g, 17 mmol) at 25° C. The mixture was stirred for 5 min. Dimethyl-3-aminoglutarate (3.0 g, 17 mmol) was added followed by dimethylaminopyridine. After 1 hr, the solvent was removed under reduced pressure and the product purified by reverse phase chromatography (0.05% TFA... Reactants: acid chloride, acid chloride, COC(C=C(C)NC)=O (3-methylamino-but-2-enoic acid methyl ester), N1=CC=CC=C1 (pyridine), C(C)(C)OC(=O)C1(CC1)C1=CC=C(C=C1)C1=CC=C(C=C1)C(=O)O (4′-(1-(Isopropoxycarbonyl)cyclopropyl)biphenyl-4-carboxylic acid), ClC(C)Cl (dichloroethane), S(=O)(Cl)Cl (thionyl chloride), C(C1=CC=CC=C1)N (benzyl amine), C(C1=CC=CC=C1)[NH-] (benzyl amide). Run in C1CCOC1 (THF), C1CCOC1 (THF), CN(C)C=O (DMF), C(C)#N (acetonitrile). Reaction conditions: time 8 hour. The product is C(C1=CC=CC=C1)OC(=O)C(C(=O)C1=CC=C(C=C1)C1=CC=C(C=C1)C1(CC1)C(=O)OC(C)C)=C(C)NC (Isopropyl 1-(4′-(2-(benzyloxycarbonyl)-3-(methylamino)but-2-enoyl)biphenyl-4-yl)cyclopropanecarboxylate). Reaction SMILES: [CH:1]([O:4][C:5]([C:7]1([C:10]2[CH:15]=[CH:14][C:13]([C:16]3[CH:21]=[CH:20][C:19]([C:22](O)=[O:23])=[CH:18][CH:17]=3)=[CH:12][CH:11]=2)[CH2:9][CH2:8]1)=[O:6])([CH3:3])[CH3:2].ClC(Cl)C.S(Cl)(Cl)=O.[CH2:33](N)[C:34]1[CH:39]=[CH:38][CH:37]=[CH:36][CH:35]=1.C([NH-])C1C=CC=CC=1.C[O:50][C:51](=[O:57])[CH:52]=[C:53]([NH:55][CH3:56])[CH3:54].N1C=CC=CC=1>C(#N)C.C1COCC1.CN(C=O)C>[CH2:33]([O:57][C:51]([C:52](=[C:53]([NH:55][CH3:56])[CH3:54])[C:22]([C:19]1[CH:18]=[CH:17][C:16]([C:13]2[CH:14]=[CH:15][C:10]([C:7]3([C:5]([O:4][CH:1]([CH3:2])[CH3:3])=[O:6])[CH2:8][CH2:9]3)=[CH:11][CH:12]=2)=[CH:21][CH:20]=1)=[O:23])=[O:50])[C:34]1[CH:39]=[CH:38][CH:37]=[CH:36][CH:35]=1. Reported procedure: 4′-(1-(Isopropoxycarbonyl)cyclopropyl)biphenyl-4-carboxylic acid (9.2 g, 28 mmol), dichloroethane (50 mL), DMF (0.1 mL), thionyl chloride (5.5 mL, 62 mmol) were heated to 75° C. for 1.5 hours. (acid chloride formation was monitored by adding small aliquot (100 μL) to a solution of benzyl amine in acetonitrile and analyzing for the benzyl amide by LCMS; no starting material was observed by LCMS). The solution was evaporated on a rotavap and THF (10 mL) was added. The solution of the acid chloride... The reactants are [F-].C(CCC)[N+](CCCC)(CCCC)CCCC (tetrabutylammonium fluoride), solution, [H-].[K+] (potassium hydride), [Si](C)(C)(C(C)(C)C)OC=1C=C2C(=CNC2=CC1)C1CCN(CC1)C (5-(t-butyldimethylsilanyloxy)-3-(1-methylpiperidin-4-yl)-1H-indol), S(=O)(=O)(OCCC1=CC=CC=C1)C1=CC=C(C)C=C1 (Phenethyl tosylate), [H-].[K+] (potassium hydride). Isolated yield 63.0%. Yields the product C(CC1=CC=CC=C1)N1C=C(C2=CC(=CC=C12)O)C1CCN(CC1)C (1-phenethyl-3-(1-methylpiperidin-4-yl)-5-hydroxy-1H-indole). Run at temperature 0 celsius, time 20 minute. Reaction SMILES: [Si]([O:8][C:9]1[CH:10]=[C:11]2[C:15](=[CH:16][CH:17]=1)[NH:14][CH:13]=[C:12]2[CH:18]1[CH2:23][CH2:22][N:21]([CH3:24])[CH2:20][CH2:19]1)(C(C)(C)C)(C)C.[H-].[K+].S(C1C=CC(C)=CC=1)(O[CH2:31][CH2:32][C:33]1[CH:38]=[CH:37][CH:36]=[CH:35][CH:34]=1)(=O)=O.[F-].C([N+](CCCC)(CCCC)CCCC)CCC>O1CCCC1>[CH2:31]([N:14]1[C:15]2[C:11](=[CH:10][C:9]([OH:8])=[CH:17][CH:16]=2)[C:12]([CH:18]2[CH2:19][CH2:20][N:21]([CH3:24])[CH2:22][CH2:23]2)=[CH:13]1)[CH2:32][C:33]1[CH:38]=[CH:37][CH:36]=[CH:35][CH:34]=1 |f:1.2,4.5|. The solvent is O1CCCC1 (tetrahydrofuran), O1CCCC1 (tetrahydrofuran). Reported procedure: To solution of 5-(t-butyldimethylsilanyloxy)-3-(1-methylpiperidin-4-yl)-1H-indol (285 mg, 0.83 mmol) in tetrahydrofuran (20 mL) stirring at 0° C. was treated with potassium hydride (99 mg of a 35% dispersion in oil, 0.87 mmol). The light yellow solution was stirred for 20 minutes at 0° C. Phenethyl tosylate (2.29 g, 8.30 mmol) was added and stirred at 0° C. for 3 h, and at room temperature overnight. Addition 35% potassium hydride (94 mg, 0.83 mmol) was added and the reaction was stirred at room... The reactants are O=C([O-])[O-], CC#N, Clc1nccnc1Cl, [K+], [K+], CON(C)C(=O)c1ccc(O)cc1. The product is CON(C)C(=O)c1ccc(Oc2nccnc2Cl)cc1. As a reaction SMILES: [C:22](=[O:23])([O-:24])[O-:25].[CH3:28][C:29]#[N:30].[Cl:14][c:15]1[n:16][cH:17][cH:18][n:19][c:20]1[Cl:21].[K+:26].[K+:27].[OH:1][c:2]1[cH:3][cH:4][c:5]([C:6](=[O:7])[N:8]([CH3:9])[O:10][CH3:11])[cH:12][cH:13]1>>[O:1]([c:2]1[cH:3][cH:4][c:5]([C:6](=[O:7])[N:8]([CH3:9])[O:10][CH3:11])[cH:12][cH:13]1)[c:20]1[c:15]([Cl:14])[n:16][cH:17][cH:18][n:19]1. Starting materials: ClC1=C(C(=CC=C1)Cl)C1C(=C(NC(=C1C(=O)OC)CCC1=C(C=CC=C1)COCCCNC(C1=CC=CC=C1)(C1=CC=CC=C1)C1=CC=CC=C1)CC(=O)N1CCN(CC1)C1CC2CCC(C1)N2C)C(=O)OC (dimethyl 4-(2,6-dichlorophenyl)-2-{2-[4-(8-methyl-8-azabicyclo[3.2.1]oct-3-yl)-1-piperazinyl]-2-oxoethyl}-6-[2-(2-{[3-(tritylamino)propoxy]methyl}phenyl)ethyl]-1,4-dihydro-3,5-pyridinedicarboxylate), O.C1(=CC=C(C=C1)S(=O)(=O)O)C (p-toluenesulfonic acid monohydrate), C(=O)(O)[O-].[Na+] (NaHCO3). Run in CO (methanol), O (water). Yields the product NCCCOCC1=C(C=CC=C1)CCC=1NC(=C(C(C1C(=O)OC)C1=C(C=CC=C1Cl)Cl)C(=O)OC)CC(=O)N1CCN(CC1)C1CC2CCC(C1)N2C (Dimethyl 2-(2-{2-[(3-aminopropoxy)methyl]phenyl}ethyl)-4-(2,6-dichlorophenyl)-6-{2-[4-(8-methyl-8-azabicyclo[3.2.1]oct-3-yl)-1-piperazinyl]-2-oxoethyl}-1,4-dihydro-3,5-pyridinedicarboxylate). RXN SMILES: [Cl:1][C:2]1[CH:7]=[CH:6][CH:5]=[C:4]([Cl:8])[C:3]=1[CH:9]1[C:14]([C:15]([O:17][CH3:18])=[O:16])=[C:13]([CH2:19][CH2:20][C:21]2[CH:26]=[CH:25][CH:24]=[CH:23][C:22]=2[CH2:27][O:28][CH2:29][CH2:30][CH2:31][NH:32]C(C2C=CC=CC=2)(C2C=CC=CC=2)C2C=CC=CC=2)[NH:12][C:11]([CH2:52][C:53]([N:55]2[CH2:60][CH2:59][N:58]([CH:61]3[CH2:67][CH:66]4[N:68]([CH3:69])[CH:63]([CH2:64][CH2:65]4)[CH2:62]3)[CH2:57][CH2:56]2)=[O:54])=[C:10]1[C:70]([O:72][CH3:73])=[O:71].O.C1(C)C=CC(S(O)(=O)=O)=CC=1.C([O-])(O)=O.[Na+]>CO.O>[NH2:32][CH2:31][CH2:30][CH2:29][O:28][CH2:27][C:22]1[CH:23]=[CH:24][CH:25]=[CH:26][C:21]=1[CH2:20][CH2:19][C:13]1[NH:12][C:11]([CH2:52][C:53]([N:55]2[CH2:60][CH2:59][N:58]([CH:61]3[CH2:62][CH:63]4[N:68]([CH3:69])[CH:66]([CH2:65][CH2:64]4)[CH2:67]3)[CH2:57][CH2:56]2)=[O:54])=[C:10]([C:70]([O:72][CH3:73])=[O:71])[CH:9]([C:3]2[C:2]([Cl:1])=[CH:7][CH:6]=[CH:5][C:4]=2[Cl:8])[C:14]=1[C:15]([O:17][CH3:18])=[O:16] |f:1.2,3.4|. Procedure: A mixture of dimethyl 4-(2,6-dichlorophenyl)-2-{2-[4-(8-methyl-8-azabicyclo[3.2.1]oct-3-yl)-1-piperazinyl]-2-oxoethyl}-6-[2-(2-{[3-(tritylamino)propoxy]methyl}phenyl)ethyl]-1,4-dihydro-3,5-pyridinedicarboxylate (355 mg/0.346 mmol) and p-toluenesulfonic acid monohydrate (246 mg/1.29 mmol) in methanol (9.4 ml) and water (3.5 ml) was stirred at reflux temperature for 4 hours. After cooling, the mixture was poured into saturated NaHCO3 aqueous solution. The whole was extracted with dichloromethane (...